From a dataset of the Open Reaction Database (ORD), a public repository of structured organic reaction records. describe an organic reaction: reactants, conditions, products, and yield Yields the product COC[C@@H](OC=1C=C(C=C(C1)OC=1C=NC(=CC1)S(=O)(=O)C)C1=CC=C(N1)C=1O[C@H]([C@H](N1)CO)C)C ({(4R,5S)-2-[5-(3-[(1S)-2-Methoxy-1-methylethoxy]-5-{[6-(methylsulfonyl)pyridin-3-yl]oxy}phenyl)-1H-pyrrol-2-yl]-5-methyl-4,5-dihydro-1,3-oxazol-4-yl}methanol). Procedure details: 5-(3-[(1S)-2-Methoxy-1-methylethoxy]-5-{5-[(4R,5S)-5-methyl-4-{[(triisopropylsilyl)oxy]methyl}-4,5-dihydro-1,3-oxazol-2-yl]-1H-pyrrol-2-yl}phenoxy)-2-(methylsulfonyl)pyridine (901 mg, 1.34 mmol) synthesized in Example (91c) was dissolved in tetrahydrofuran (15 mL), and tetrabutylammonium fluoride (1 mol/L tetrahydrofuran solution, 1.54 mL, 1.54 mmol) was added at 0° C., followed by stirring at room temperature for 1 hour under nitrogen atmosphere. Water (20 mL) was added, and extraction was carr... As a reaction SMILES: [CH3:1][O:2][CH2:3][C@H:4]([CH3:46])[O:5][C:6]1[CH:7]=[C:8]([CH:20]=[C:21]([C:23]2[NH:24][C:25]([C:28]3[O:29][C@@H:30]([CH3:45])[C@@H:31]([CH2:33][O:34][Si](C(C)C)(C(C)C)C(C)C)[N:32]=3)=[CH:26][CH:27]=2)[CH:22]=1)[O:9][C:10]1[CH:11]=[CH:12][C:13]([S:16]([CH3:19])(=[O:18])=[O:17])=[N:14][CH:15]=1.[F-].C([N+](CCCC)(CCCC)CCCC)CCC.O>O1CCCC1>[CH3:1][O:2][CH2:3][C@H:4]([CH3:46])[O:5][C:6]1[CH:22]=[C:21]([C:23]2[NH:24][C:25]([C:28]3[O:29][C@@H:30]([CH3:45])[C@@H:31]([CH2:33][OH:34])[N:32]=3)=[CH:26][CH:27]=2)[CH:20]=[C:8]([O:9][C:10]2[CH:15]=[N:14][C:13]([S:16]([CH3:19])(=[O:17])=[O:18])=[CH:12][CH:11]=2)[CH:7]=1 |f:1.2|. Reactants: [F-].C(CCC)[N+](CCCC)(CCCC)CCCC (tetrabutylammonium fluoride), COC[C@@H](OC=1C=C(OC=2C=CC(=NC2)S(=O)(=O)C)C=C(C1)C=1NC(=CC1)C=1O[C@H]([C@H](N1)CO[Si](C(C)C)(C(C)C)C(C)C)C)C (5-(3-[(1S)-2-Methoxy-1-methylethoxy]-5-{5-[(4R,5S)-5-methyl-4-{[(triisopropylsilyl)oxy]methyl}-4,5-dihydro-1,3-oxazol-2-yl]-1H-pyrrol-2-yl}phenoxy)-2-(methylsulfonyl)pyridine), O (Water). Conditions: time 1 hour. The yield is 83.7%. The solvent is O1CCCC1 (tetrahydrofuran). Starting materials: C(#N)C=1C=CC(=C(C1)S(=O)(=O)N)N (5-cyano-2-aminobenzenesulfonamide), C1(CCCCC1)C=O (cyclohexanecarboxaldehyde), C(#N)C=1C=CC(=C(C1)S(=O)(=O)N)N (5-cyano-2-aminobenzenesulfonamide), C(C)(=O)NC1=C(C=CC=C1)B(O)O (2-Acetamidophenylboronic acid). Yields the product C1(CCCCC1)C1NS(C2=C(N1)C=CC(=C2)C2=C(C=CC=C2)NC(C)=O)(=O)=O (3-Cyclohexyl-7-(2′-acetamidophenyl)-1,2,3,4-tetrahydro-1,2,4-benzothiadiazine-1,1-dioxide). RXN SMILES: [C:1]([C:3]1[CH:4]=[CH:5][C:6]([NH2:13])=[C:7]([S:9]([NH2:12])(=[O:11])=[O:10])[CH:8]=1)#N.[C:14]([NH:17][C:18]1C=[CH:22][CH:21]=[CH:20][C:19]=1B(O)O)(=[O:16])[CH3:15].[CH:27]1([CH:33]=O)[CH2:32][CH2:31][CH2:30][CH2:29][CH2:28]1>>[CH:27]1([CH:33]2[NH:13][C:6]3[CH:5]=[CH:4][C:3]([C:1]4[CH:22]=[CH:21][CH:20]=[CH:19][C:18]=4[NH:17][C:14](=[O:16])[CH3:15])=[CH:8][C:7]=3[S:9](=[O:11])(=[O:10])[NH:12]2)[CH2:28][CH2:29][CH2:30][CH2:31][CH2:32]1. Reported procedure: 5-Iodo-2-aminobenzenesulfonamide (see compound 37) was transformed by Method H (using 2-Acetamidophenylboronic acid) and Method G (using cyclohexanecarboxaldehyde). M.p. 245-249° C. Reactants: methanolic solution, C(C)(=O)[O-].[Na+] (sodium acetate), C(C)O (ethanol), CSCC=1CS[C@H]2N(C1C(=O)O)C(C2NC(C(=NO)C=2N=C(SC2)N)=O)=O (3-methylthiomethyl-7-[2-(2-amino-4-thiazolyl)-2-hydroxyimino-acetamido]-ceph-3-eme-4-carboxylic acid). Run in CN(C=O)C (dimethylformamide). The product is CSCC=1CS[C@H]2N(C1C(=O)[O-])C(C2NC(C(=NO)C=2N=C(SC2)N)=O)=O.[Na+] (sodium 3-methylthiomethyl-7-[2-(2-amino-4-thiazolyl)-2-hydroxyimino-acetamido]-ceph-3-eme-4-carboxylate). As a reaction SMILES: C([O-])(=O)C.[Na+:5].C(O)C.[CH3:9][S:10][CH2:11][C:12]1[CH2:13][S:14][C@@H:15]2[CH:22]([NH:23][C:24](=[O:34])[C:25]([C:28]3[N:29]=[C:30]([NH2:33])[S:31][CH:32]=3)=[N:26][OH:27])[C:21](=[O:35])[N:16]2[C:17]=1[C:18]([OH:20])=[O:19]>CN(C)C=O>[CH3:9][S:10][CH2:11][C:12]1[CH2:13][S:14][C@@H:15]2[CH:22]([NH:23][C:24](=[O:34])[C:25]([C:28]3[N:29]=[C:30]([NH2:33])[S:31][CH:32]=3)=[N:26][OH:27])[C:21](=[O:35])[N:16]2[C:17]=1[C:18]([O-:20])=[O:19].[Na+:5] |f:0.1,5.6|. Reported procedure: 3.5 ml of a methanolic solution of sodium acetate and 30 ml of ethanol were added to a solution of 1 g of the syn isomer of 3-methylthiomethyl-7-[2-(2-amino-4-thiazolyl)-2-hydroxyimino-acetamido]-ceph-3-eme-4-carboxylic acid in 2 ml of dimethylformamide and the mixture was vacuum filtered. The product was rinsed with ethanol and then with ether to obtain 0.804 g of syn isomer of sodium 3-methylthiomethyl-7-[2-(2-amino-4-thiazolyl)-2-hydroxyimino-acetamido]-ceph-3-eme-4-carboxylate. The product is CN(C(=O)c1cccc(Cl)c1)c1nc2n(c1C(=O)NCc1ccc3c(c1)OCO3)CCCC2. Starting materials: NCc1ccc2c(c1)OCO2, CCN=C=NCCCN(C)C, CN(C(=O)c1cccc(Cl)c1)c1nc2n(c1C(=O)O)CCCC2, ClCCl, On1nnc2cccnc21. As a reaction SMILES: [CH2:45]([c:46]1[cH:47][c:48]2[c:52]([cH:53][cH:54]1)[O:51][CH2:50][O:49]2)[NH2:55].[CH3:24][CH2:25][N:26]=[C:27]=[N:28][CH2:29][CH2:30][CH2:31][N:32]([CH3:33])[CH3:34].[Cl:1][c:2]1[cH:3][c:4]([C:5](=[O:6])[N:7]([c:8]2[n:9][c:10]3[n:11]([c:16]2[C:17](=[O:18])[OH:19])[CH2:12][CH2:13][CH2:14][CH2:15]3)[CH3:20])[cH:21][cH:22][cH:23]1.[Cl:56][CH2:57][Cl:58].[OH:35][n:36]1[c:37]2[n:38][cH:39][cH:40][cH:41][c:42]2[n:43][n:44]1>>[Cl:1][c:2]1[cH:3][c:4]([C:5](=[O:6])[N:7]([c:8]2[n:9][c:10]3[n:11]([c:16]2[C:17](=[O:18])[NH:55][CH2:45][c:46]2[cH:47][c:48]4[c:52]([cH:53][cH:54]2)[O:51][CH2:50][O:49]4)[CH2:12][CH2:13][CH2:14][CH2:15]3)[CH3:20])[cH:21][cH:22][cH:23]1. The reactants are C1CCOC1, COc1cccc2c1CCCC2O, CCOC(C)=O, CC(C)OC(=O)N=NC(=O)OC(C)C, c1ccc(P(c2ccccc2)c2ccccc2)cc1, CC(C)OC(=O)c1c[nH]cn1. Reaction SMILES: [CH2:58]1[O:59][CH2:60][CH2:61][CH2:62]1.[CH3:1][O:2][c:3]1[c:4]2[c:9]([cH:10][cH:11][cH:12]1)[CH:8]([OH:13])[CH2:7][CH2:6][CH2:5]2.[CH3:63][CH2:64][O:65][C:66](=[O:67])[CH3:68].[O:44]=[C:45]([O:46][CH:47]([CH3:48])[CH3:49])[N:50]=[N:51][C:52]([O:53][CH:54]([CH3:55])[CH3:56])=[O:57].[c:25]1([P:26]([c:27]2[cH:28][cH:29][cH:30][cH:31][cH:32]2)[c:33]2[cH:34][cH:35][cH:36][cH:37][cH:38]2)[cH:39][cH:40][cH:41][cH:42][cH:43]1.[nH:14]1[cH:15][n:16][c:17]([C:19](=[O:20])[O:21][CH:22]([CH3:23])[CH3:24])[cH:18]1>>[CH3:1][O:2][c:3]1[c:4]2[c:9]([cH:10][cH:11][cH:12]1)[CH:8]([n:16]1[cH:15][n:14][cH:18][c:17]1[C:19](=[O:20])[O:21][CH:22]([CH3:23])[CH3:24])[CH2:7][CH2:6][CH2:5]2. Yields the product COc1cccc2c1CCCC2n1cncc1C(=O)OC(C)C. Starting materials: BrCC1CC1, CCOC(C)=O, CC1CN2c3nc(Cl)ncc3NC(=O)C2CO1, [H-], [Na+], CN(C)C=O, O. Product: CC1CN2c3nc(Cl)ncc3N(CC3CC3)C(=O)C2CO1. RXN SMILES: [Br:20][CH2:21][CH:22]1[CH2:23][CH2:24]1.[CH3:30][CH2:31][O:32][C:33]([CH3:34])=[O:35].[Cl:1][c:2]1[n:3][c:4]2[c:9]([cH:10][n:11]1)[NH:8][C:7](=[O:12])[CH:6]1[N:5]2[CH2:16][CH:15]([CH3:17])[O:14][CH2:13]1.[H-:18].[Na+:19].[O:25]=[CH:26][N:27]([CH3:28])[CH3:29].[OH2:36]>>[Cl:1][c:2]1[n:3][c:4]2[c:9]([cH:10][n:11]1)[N:8]([CH2:21][CH:22]1[CH2:23][CH2:24]1)[C:7](=[O:12])[CH:6]1[N:5]2[CH2:16][CH:15]([CH3:17])[O:14][CH2:13]1. The reactants are C(C)(C)(C)OC(=O)N[C@H](COC1=NNC(=C1)C(=O)OC)C (methyl 3-({(2S)-2-[(tert-butoxycarbonyl)amino]propyl}oxy)-1H-pyrazole-5-carboxylate), BrCC1=CC=CC=C1 ((bromomethyl)benzene). Product: C(C1=CC=CC=C1)N1N=C(C=C1C(=O)OC)OC[C@H](C)NC(=O)OC(C)(C)C (methyl 1-benzyl-3-({(2S)-2-[(tert-butoxycarbonyl)amino]propyl}oxy)-1H-pyrazole-5-carboxylate). As a reaction SMILES: [C:1]([O:5][C:6]([NH:8][C@@H:9]([CH3:21])[CH2:10][O:11][C:12]1[CH:16]=[C:15]([C:17]([O:19][CH3:20])=[O:18])[NH:14][N:13]=1)=[O:7])([CH3:4])([CH3:3])[CH3:2].Br[CH2:23][C:24]1[CH:29]=[CH:28][CH:27]=[CH:26][CH:25]=1>>[CH2:23]([N:14]1[C:15]([C:17]([O:19][CH3:20])=[O:18])=[CH:16][C:12]([O:11][CH2:10][C@@H:9]([NH:8][C:6]([O:5][C:1]([CH3:4])([CH3:3])[CH3:2])=[O:7])[CH3:21])=[N:13]1)[C:24]1[CH:29]=[CH:28][CH:27]=[CH:26][CH:25]=1. Procedure details: Using methyl 3-({(2S)-2-[(tert-butoxycarbonyl)amino]propyl}oxy)-1H-pyrazole-5-carboxylate and (bromomethyl)benzene, and in the same manner as in Example 1, step A (reaction temperature was room temperature), the title compound was obtained. RXN SMILES: [CH3:1][O:2][C:3]1[CH:4]=[C:5]([C:9](=[O:27])[C:10](=[CH:14][C:15]2[CH:16]=[CH:17][CH:18]=[C:19]3[C:24]=2[O:23][C:22]([CH3:25])=[CH:21][C:20]3=[O:26])[C:11](=O)[CH3:12])[CH:6]=[CH:7][CH:8]=1.[NH2:28]/[C:29](/[CH3:36])=[CH:30]\[C:31]([O:33][CH2:34][CH3:35])=[O:32]>CC(O)C>[CH3:1][O:2][C:3]1[CH:4]=[C:5]([CH:6]=[CH:7][CH:8]=1)[C:9]([C:10]1[CH:14]([C:15]2[CH:16]=[CH:17][CH:18]=[C:19]3[C:24]=2[O:23][C:22]([CH3:25])=[CH:21][C:20]3=[O:26])[C:30]([C:31]([O:33][CH2:34][CH3:35])=[O:32])=[C:29]([CH3:36])[NH:28][C:11]=1[CH3:12])=[O:27]. Run in CC(C)O (2-propanol). Reactants: COC=1C=C(C=CC1)C(C(C(C)=O)=CC=1C=CC=C2C(C=C(OC12)C)=O)=O (1-(3-methoxyphenyl)-2-[(2-methyl-4-oxo-4H-chromen-8-yl)methylene]-butane-1,3-dione), N\C(=C/C(=O)OCC)\C (ethyl 3-aminocrotonate). Product: COC=1C=C(C(=O)C=2C(C(=C(NC2C)C)C(=O)OCC)C=2C=CC=C3C(C=C(OC23)C)=O)C=CC1 (Ethyl 5-(3-methoxybenzoyl)-2,6-dimethyl-4-(2-methyl-4-oxo-4H-chromen-8-yl)-1,4-dihydro-pyridine-3-carboxylate). Procedure: 245 mg (0.67 mmol) of 1-(3-methoxyphenyl)-2-[(2-methyl-4-oxo-4H-chromen-8-yl)methylene]-butane-1,3-dione are heated with 87 mg (0.67 mmol) of ethyl 3-aminocrotonate in 5 ml of 2-propanol under reflux overnight. The solvent is removed in vacuo, and the residue is purified by preparative HPLC. 102 mg (32% of theory) of the title compound are obtained.